describe an organic reaction: reactants, conditions, products, and yield From a dataset of the Open Reaction Database (ORD), a public repository of structured organic reaction records. The reactants are N(N)C=1N=NC=C(N1)C=1C=C(C=CC1)C(F)(F)F (3-hydrazino-5-(α,α,α-trifluoro-m-tolyl)-1,2,4-triazine), C(C)(OCC)([O-])[O-] (ethyl orthoacetate). The product is CC1=NN=C2N1N=CC(=N2)C=2C=C(C=CC2)C(F)(F)F (3-Methyl-7-(α,α,α-trifluoro-m-tolyl)-1,2,4-triazolo[4,3-b]-1,2,4-triazine). RXN SMILES: [NH:1]([C:3]1[N:4]=[N:5][CH:6]=[C:7]([C:9]2[CH:10]=[C:11]([C:15]([F:18])([F:17])[F:16])[CH:12]=[CH:13][CH:14]=2)[N:8]=1)[NH2:2].[C:19]([O-])([O-])(OCC)[CH3:20]>>[CH3:19][C:20]1[N:4]2[N:5]=[CH:6][C:7]([C:9]3[CH:10]=[C:11]([C:15]([F:18])([F:17])[F:16])[CH:12]=[CH:13][CH:14]=3)=[N:8][C:3]2=[N:1][N:2]=1. Reported procedure: A mixture of 5.1 g. of 3-hydrazino-5-(α,α,α-trifluoro-m-tolyl)-1,2,4-triazine and 60 ml. of ethyl orthoacetate is refluxed for 2.5 hours, cooled and the solid is collected by filtration and washed with hexane and ethanol, giving the desired product as yellow plates, m.p. 230°-233° C. Starting materials: B, CC(C)(C)OC(=O)N1CCC1C(N)=O, C1CCOC1, Cl. The product is CC(C)(C)OC(=O)N1CCC1CN. Reaction SMILES: [BH3:15].[C:1]([CH3:2])([CH3:3])([CH3:4])[O:5][C:6](=[O:7])[N:8]1[CH:9]([C:12]([NH2:13])=[O:14])[CH2:10][CH2:11]1.[CH2:17]1[O:18][CH2:19][CH2:20][CH2:21]1.[ClH:16]>>[C:1]([CH3:2])([CH3:3])([CH3:4])[O:5][C:6](=[O:7])[N:8]1[CH:9]([CH2:12][NH2:13])[CH2:10][CH2:11]1. The reactants are SCc1ccc(Cl)c(Cl)c1, ClSCl, [O-][n+]1ccccc1S. Reaction SMILES: [Cl:1][c:2]1[cH:3][c:4]([CH2:5][SH:6])[cH:7][cH:8][c:9]1[Cl:10].[S:11]([Cl:12])[Cl:13].[SH:14][c:15]1[cH:16][cH:17][cH:18][cH:19][n+:20]1[O-:21]>>[Cl:1][c:2]1[cH:3][c:4]([CH2:5][S:6][Cl:12])[cH:7][cH:8][c:9]1[Cl:10]. The product is ClSCc1ccc(Cl)c(Cl)c1.